From a dataset of the Open Reaction Database (ORD), a public repository of structured organic reaction records. describe an organic reaction: reactants, conditions, products, and yield Starting materials: N#Cc1cc(C(F)(F)F)ccc1Br, O=C([O-])[O-], Cc1cccc(OCCCO)c1N(C)C(=O)c1ccc(Cl)c(B2OC(C)(C)C(C)(C)O2)c1, [Na+], [Na+], C1COCCO1, O, c1ccc(P(c2ccccc2)(c2ccccc2)[Pd](P(c2ccccc2)(c2ccccc2)c2ccccc2)(P(c2ccccc2)(c2ccccc2)c2ccccc2)P(c2ccccc2)(c2ccccc2)c2ccccc2)cc1. The product is Cc1cccc(OCCCO)c1N(C)C(=O)c1ccc(Cl)c(-c2ccc(C(F)(F)F)cc2C#N)c1. As a reaction SMILES: [Br:33][c:34]1[c:35]([C:36]#[N:37])[cH:38][c:39]([C:42]([F:43])([F:44])[F:45])[cH:40][cH:41]1.[C:46](=[O:47])([O-:48])[O-:49].[Cl:1][c:2]1[c:3]([B:24]2[O:25][C:26]([CH3:27])([CH3:28])[C:29]([CH3:30])([CH3:31])[O:32]2)[cH:4][c:5]([C:6](=[O:7])[N:8]([CH3:9])[c:10]2[c:11]([O:17][CH2:18][CH2:19][CH2:20][OH:21])[cH:12][cH:13][cH:14][c:15]2[CH3:16])[cH:22][cH:23]1.[Na+:50].[Na+:51].[O:53]1[CH2:54][CH2:55][O:56][CH2:57][CH2:58]1.[OH2:52].[cH:59]1[cH:60][cH:61][c:62]([P:63]([Pd:64]([P:65]([c:66]2[cH:67][cH:68][cH:69][cH:70][cH:71]2)([c:72]2[cH:73][cH:74][cH:75][cH:76][cH:77]2)[c:78]2[cH:79][cH:80][cH:81][cH:82][cH:83]2)([P:84]([c:85]2[cH:86][cH:87][cH:88][cH:89][cH:90]2)([c:91]2[cH:92][cH:93][cH:94][cH:95][cH:96]2)[c:97]2[cH:98][cH:99][cH:100][cH:101][cH:102]2)[P:103]([c:104]2[cH:105][cH:106][cH:107][cH:108][cH:109]2)([c:110]2[cH:111][cH:112][cH:113][cH:114][cH:115]2)[c:116]2[cH:117][cH:118][cH:119][cH:120][cH:121]2)([c:122]2[cH:123][cH:124][cH:125][cH:126][cH:127]2)[c:128]2[cH:129][cH:130][cH:131][cH:132][cH:133]2)[cH:134][cH:135]1>>[Cl:1][c:2]1[c:3](-[c:34]2[c:35]([C:36]#[N:37])[cH:38][c:39]([C:42]([F:43])([F:44])[F:45])[cH:40][cH:41]2)[cH:4][c:5]([C:6](=[O:7])[N:8]([CH3:9])[c:10]2[c:11]([O:17][CH2:18][CH2:19][CH2:20][OH:21])[cH:12][cH:13][cH:14][c:15]2[CH3:16])[cH:22][cH:23]1. Procedure details: A mixture of N-(3-{1-[(3R)-3-hydroxy-3-phenylpropyl]-4-piperidinyl}phenyl)-2-methylpropanamide (9.53 mg, 0.0250 mmol), 4-methoxyphenol (6.20 mg, 0.050 mmol), triphenylphosphine (9.80 mg, 0.0375 mmol) and diethyl azodicarboxylate (5.2 mg, 0.0300 mmol) in THF (1.0 mL) was stirred at room temperature for 3 days. Chromatography using silica preparative TLC plates [2.5% of NH3 (2.0 M in methanol) in CHCl3] gave the desired product (4.6 mg, 37.9% yield) as a thick oil. 1H NMR (400 MHz, CDCl3) δ 7.38–7... As a reaction SMILES: [OH:1][C@@H:2]([C:23]1[CH:28]=[CH:27][CH:26]=[CH:25][CH:24]=1)[CH2:3][CH2:4][N:5]1[CH2:10][CH2:9][CH:8]([C:11]2[CH:12]=[C:13]([NH:17][C:18](=[O:22])[CH:19]([CH3:21])[CH3:20])[CH:14]=[CH:15][CH:16]=2)[CH2:7][CH2:6]1.[CH3:29][O:30][C:31]1[CH:36]=[CH:35][C:34](O)=[CH:33][CH:32]=1.C1(P(C2C=CC=CC=2)C2C=CC=CC=2)C=CC=CC=1.N(C(OCC)=O)=NC(OCC)=O.N>C1COCC1.C(Cl)(Cl)Cl>[CH3:29][O:30][C:31]1[CH:36]=[CH:35][C:34]([O:1][C@H:2]([C:23]2[CH:24]=[CH:25][CH:26]=[CH:27][CH:28]=2)[CH2:3][CH2:4][N:5]2[CH2:10][CH2:9][CH:8]([C:11]3[CH:12]=[C:13]([NH:17][C:18](=[O:22])[CH:19]([CH3:21])[CH3:20])[CH:14]=[CH:15][CH:16]=3)[CH2:7][CH2:6]2)=[CH:33][CH:32]=1. The solvent is C1CCOC1 (THF), C(Cl)(Cl)Cl (CHCl3). The yield is 37.8%. Run at time 3 day. Starting materials: O[C@H](CCN1CCC(CC1)C=1C=C(C=CC1)NC(C(C)C)=O)C1=CC=CC=C1 (N-(3-{1-[(3R)-3-hydroxy-3-phenylpropyl]-4-piperidinyl}phenyl)-2-methylpropanamide), COC1=CC=C(C=C1)O (4-methoxyphenol), C1(=CC=CC=C1)P(C1=CC=CC=C1)C1=CC=CC=C1 (triphenylphosphine), N(=NC(=O)OCC)C(=O)OCC (diethyl azodicarboxylate), N (NH3). Product: COC1=CC=C(O[C@@H](CCN2CCC(CC2)C=2C=C(C=CC2)NC(C(C)C)=O)C2=CC=CC=C2)C=C1 (N-(3-{1-[(3S)-3-(4-METHOXYPHENOXY)-3-PHENYLPROPYL]-4-PIPERIDINYL}PHENYL)-2-METHYLPROPANAMIDE). Reactants: [Al+3], O=c1c(-c2ccc(Cl)cc2)c(Cl)cnn1Cc1ccccc1, Cc1ccccc1, [Cl-], [Cl-], [Cl-], O. Product: O=c1[nH]ncc(Cl)c1-c1ccc(Cl)cc1. As a reaction SMILES: [Al+3:24].[CH2:1]([c:2]1[cH:3][cH:4][cH:5][cH:6][cH:7]1)[n:8]1[n:9][cH:10][c:11]([Cl:22])[c:12](-[c:15]2[cH:16][cH:17][c:18]([Cl:21])[cH:19][cH:20]2)[c:13]1=[O:14].[CH3:28][c:29]1[cH:30][cH:31][cH:32][cH:33][cH:34]1.[Cl-:23].[Cl-:25].[Cl-:26].[OH2:27]>>[nH:8]1[n:9][cH:10][c:11]([Cl:22])[c:12](-[c:15]2[cH:16][cH:17][c:18]([Cl:21])[cH:19][cH:20]2)[c:13]1=[O:14].